This data is from the Open Reaction Database (ORD), a public repository of structured organic reaction records. The task is: describe an organic reaction: reactants, conditions, products, and yield Reactants: OCC(C(=O)N1CCC(=CC1)C1=CC2=C(N=CN=C2NC2=CC3=C(N=CS3)C=C2)N1)(C)C (6-[1-(3-hydroxy-2,2-dimethylpropanoyl)-1,2,3,6-tetrahydropyridin-4-yl]-N-1,3-benzothiazol-6-yl-7H-pyrrolo[2,3-d]pyrimidin-4-amine), C(CCl)Cl (EDC), CCOC(=O)C (EtOAc). Solvent: CS(=O)C (DMSO). Reaction conditions: time 5 hour. Product: CC(C(=O)N1CCC(=CC1)C1=CC2=C(N=CN=C2NC2=CC3=C(N=CS3)C=C2)N1)(C=O)C (6-[1-(2,2-Dimethyl-3-oxopropanoyl)-1,2,3,6-tetra-hydropyridin-4-yl]-N-1,3-benzothiazol-6-yl-7H-pyrrolo[2,3-d]pyrimidin-4-amine). Reaction SMILES: [OH:1][CH2:2][C:3]([CH3:32])([CH3:31])[C:4]([N:6]1[CH2:11][CH:10]=[C:9]([C:12]2[NH:30][C:15]3[N:16]=[CH:17][N:18]=[C:19]([NH:20][C:21]4[CH:29]=[CH:28][C:24]5[N:25]=[CH:26][S:27][C:23]=5[CH:22]=4)[C:14]=3[CH:13]=2)[CH2:8][CH2:7]1)=[O:5].C(Cl)CCl.CCOC(C)=O>CS(C)=O>[CH3:31][C:3]([CH3:32])([CH:2]=[O:1])[C:4]([N:6]1[CH2:7][CH:8]=[C:9]([C:12]2[NH:30][C:15]3[N:16]=[CH:17][N:18]=[C:19]([NH:20][C:21]4[CH:29]=[CH:28][C:24]5[N:25]=[CH:26][S:27][C:23]=5[CH:22]=4)[C:14]=3[CH:13]=2)[CH2:10][CH2:11]1)=[O:5]. Reported procedure: To a solution of 6-[1-(3-hydroxy-2,2-dimethylpropanoyl)-1,2,3,6-tetrahydropyridin-4-yl]-N-1,3-benzothiazol-6-yl-7H-pyrrolo[2,3-d]pyrimidin-4-amine (Example 110) (150 mg, 0.33 mmol) in DMSO (4 mL) was added EDC (190 mg, 1 mmol). The reaction mixture stirred at rt for 5 h. The mixture was taken up in a large amount of EtOAc and extracted with water. The combined organic extracts were dried over sodium sulfate and concentrated in vacuo, which afforded the title compound as a yellow solid. MS (ES+):... Reactants: O=CN1CCN(c2nc(Br)cc3ccccc23)CC1, CCCC[Sn](CCCC)(CCCC)c1ccc(S(=O)(=O)CCC)cc1, CCOC(C)=O, Cc1ccccc1C. The product is CCCS(=O)(=O)c1ccc(-c2cc3ccccc3c(N3CCN(C=O)CC3)n2)cc1. Reaction SMILES: [Br:26][c:27]1[n:28][c:29]([N:37]2[CH2:38][CH2:39][N:40]([CH:43]=[O:44])[CH2:41][CH2:42]2)[c:30]2[cH:31][cH:32][cH:33][cH:34][c:35]2[cH:36]1.[CH2:1]([CH2:2][CH3:3])[S:4](=[O:5])(=[O:6])[c:7]1[cH:8][cH:9][c:10]([Sn:13]([CH2:14][CH2:15][CH2:16][CH3:17])([CH2:18][CH2:19][CH2:20][CH3:21])[CH2:22][CH2:23][CH2:24][CH3:25])[cH:11][cH:12]1.[CH3:53][CH2:54][O:55][C:56](=[O:57])[CH3:58].[c:45]1([CH3:46])[c:47]([CH3:48])[cH:49][cH:50][cH:51][cH:52]1>>[CH2:1]([CH2:2][CH3:3])[S:4](=[O:5])(=[O:6])[c:7]1[cH:8][cH:9][c:10](-[c:27]2[n:28][c:29]([N:37]3[CH2:38][CH2:39][N:40]([CH:43]=[O:44])[CH2:41][CH2:42]3)[c:30]3[cH:31][cH:32][cH:33][cH:34][c:35]3[cH:36]2)[cH:11][cH:12]1. The reactants are FC(CO)(CCC1=CC=CC=C1)F (2,2-Difluoro-4-phenylbutan-1-ol), BrCCCCCCBr (1,6-dibromohexane), [OH-].[Na+] (sodium hydroxide). The reagents and catalysts are [Br-].C(CCC)[N+](CCCC)(CCCC)CCCC (tetrabutylammonium bromide). Run in CCCCCC (n-hexane). Run at time 8 hour. The product is BrCCCCCCOCC(CCC1=CC=CC=C1)(F)F ({4-[(6-Bromohexyl)oxy]-3,3-difluorobutyl}benzene). Reaction SMILES: [F:1][C:2]([F:13])([CH2:5][CH2:6][C:7]1[CH:12]=[CH:11][CH:10]=[CH:9][CH:8]=1)[CH2:3][OH:4].[Br:14][CH2:15][CH2:16][CH2:17][CH2:18][CH2:19][CH2:20]Br.[OH-].[Na+]>[Br-].C([N+](CCCC)(CCCC)CCCC)CCC.CCCCCC>[Br:14][CH2:15][CH2:16][CH2:17][CH2:18][CH2:19][CH2:20][O:4][CH2:3][C:2]([F:13])([F:1])[CH2:5][CH2:6][C:7]1[CH:12]=[CH:11][CH:10]=[CH:9][CH:8]=1 |f:2.3,4.5|. Procedure: To a solution of Intermediate 2 (0.60 g, 3.22 mmol) in 1,6-dibromohexane (1.74 mL, 11.27 mmol) was added tetrabutylammonium bromide (21 mg, 0.064 mmol) and 50% sodium hydroxide (1.2 mL). The mixture was stirred at room temperature overnight. The crude reaction was diluted with n-hexane (20 mL), washed with water (2×10 mL), dried (Na2SO4), and the solvent removed under reduced pressure. The title compound was obtained (2.1 g, 52% purity) and was used in the next step without further purification. Starting materials: COC=1C=C(CC2NCCC3=C(C(=C(C=C23)OC)OC)OC)C=CC1OC (1-(3,4-Dimethoxy-benzyl)-5,6,7-trimethoxy-1,2,3,4-tetrahydroisoquinoline), BrCC(=O)Br (2-bromoacetyl bromide), N[C@@H]1[C@@H](CC2=CC=CC=C12)O ((1S,2R)-1-amino-2-indanol). Product: COC=1C=C(CC2N(CCC3=C(C(=C(C=C23)OC)OC)OC)CC(=O)N[C@@H]2[C@@H](CC3=CC=CC=C23)O)C=CC1OC (2-[1-(3,4-Dimethoxy-benzyl)-5,6,7-trimethoxy-3,4-dihydro-1H-isoquinolin-2-yl]-N-[(1S,2R)-2-hydroxy-indan-1-yl]-acetamide). As a reaction SMILES: [CH3:1][O:2][C:3]1[CH:4]=[C:5]([CH:23]=[CH:24][C:25]=1[O:26][CH3:27])[CH2:6][CH:7]1[C:16]2[C:11](=[C:12]([O:21][CH3:22])[C:13]([O:19][CH3:20])=[C:14]([O:17][CH3:18])[CH:15]=2)[CH2:10][CH2:9][NH:8]1.Br[CH2:29][C:30](Br)=[O:31].[NH2:33][C@H:34]1[C:42]2[C:37](=[CH:38][CH:39]=[CH:40][CH:41]=2)[CH2:36][C@H:35]1[OH:43]>>[CH3:1][O:2][C:3]1[CH:4]=[C:5]([CH:23]=[CH:24][C:25]=1[O:26][CH3:27])[CH2:6][CH:7]1[C:16]2[C:11](=[C:12]([O:21][CH3:22])[C:13]([O:19][CH3:20])=[C:14]([O:17][CH3:18])[CH:15]=2)[CH2:10][CH2:9][N:8]1[CH2:29][C:30]([NH:33][C@H:34]1[C:42]2[C:37](=[CH:38][CH:39]=[CH:40][CH:41]=2)[CH2:36][C@H:35]1[OH:43])=[O:31]. Procedure: prepared by reaction of 1-(3,4-Dimethoxy-benzyl)-5,6,7-trimethoxy-1,2,3,4-tetrahydroisoquinoline and 2-bromoacetyl bromide with (1S,2R)-1-amino-2-indanol Starting materials: N1=CC(=CC=C1)C(=CCCCCC(=O)O)C=1C(C(=C(C(C1C)=O)C)C)=O (7-(3-pyridyl)-7-(3,5,6-trimethyl-1,4-benzoquinon-2-yl)-6-heptenoic acid). The reagents and catalysts are [C].[Pd] (palladium-carbon). The solvent is C(C)(=O)O (acetic acid). Run at time 2 hour. The product is N1=CC(=CC=C1)C(CCCCCC(=O)O)C=1C(C(=C(C(C1C)=O)C)C)=O (7-(3-pyridyl)-7-(3,5,6-trimethyl-1,4-benzoquinon-2-yl)heptanoic acid). Yield: 83.5%. As a reaction SMILES: [N:1]1[CH:6]=[CH:5][CH:4]=[C:3]([C:7]([C:16]2[C:17](=[O:26])[C:18]([CH3:25])=[C:19]([CH3:24])[C:20](=[O:23])[C:21]=2[CH3:22])=[CH:8][CH2:9][CH2:10][CH2:11][CH2:12][C:13]([OH:15])=[O:14])[CH:2]=1>C(O)(=O)C.[C].[Pd]>[N:1]1[CH:6]=[CH:5][CH:4]=[C:3]([CH:7]([C:16]2[C:17](=[O:26])[C:18]([CH3:25])=[C:19]([CH3:24])[C:20](=[O:23])[C:21]=2[CH3:22])[CH2:8][CH2:9][CH2:10][CH2:11][CH2:12][C:13]([OH:15])=[O:14])[CH:2]=1 |f:2.3|. Procedure: 7-(3-pyridyl)-7-(3,5,6-trimethyl-1,4-benzoquinon-2-yl)-6-heptenoic acid (2.5 g) was hydrogenated in the presence of 5% palladium-carbon (0.5 g) in acetic acid (20 ml) (the reaction completed in about 2 hours). The catalyst was removed, the solvent was concentrated, and water (10 ml) and methanol (40 ml) were added. This solution was neutralized by addition of a saturated solution of sodium hydrogen carbonate, and the hydroquinone derivative was oxidized by aeration. After completion of oxidation... The reactants are C(C)(C)(C)OC(=O)N1CC(CC1)N(CCC(=O)OC)CC1=CC=C(C=C1)Cl (3-[(4-chloro-benzyl)-(2-methoxycarbonyl-ethyl)-amino]-pyrrolidine-1-carboxylic acid tert-butyl ester), FC(C(=O)O)(F)F (trifluoroacetic acid). Solvent: ClCCl (dichloromethane). Reaction conditions: time 2 hour. Product: COC(CCN(C1CNCC1)CC1=CC=C(C=C1)Cl)=O (3-[(4-Chloro-benzyl)-pyrrolidin-3-yl-amino]-propionic acid methyl ester). RXN SMILES: C(OC([N:8]1[CH2:12][CH2:11][CH:10]([N:13]([CH2:20][C:21]2[CH:26]=[CH:25][C:24]([Cl:27])=[CH:23][CH:22]=2)[CH2:14][CH2:15][C:16]([O:18][CH3:19])=[O:17])[CH2:9]1)=O)(C)(C)C.FC(F)(F)C(O)=O>ClCCl>[CH3:19][O:18][C:16](=[O:17])[CH2:15][CH2:14][N:13]([CH2:20][C:21]1[CH:22]=[CH:23][C:24]([Cl:27])=[CH:25][CH:26]=1)[CH:10]1[CH2:11][CH2:12][NH:8][CH2:9]1. Reported procedure: A solution of 3-[(4-chloro-benzyl)-(2-methoxycarbonyl-ethyl)-amino]-pyrrolidine-1-carboxylic acid tert-butyl ester (0.08 g, 0.2 mmol) in dichloromethane cooled at 0° C. was treated with trifluoroacetic acid (20%). The resulting mixture was warmed to room temperature and stirred for 2 h. The reaction mixture was concentrated in vacuo, diluted with ethyl acetate and free based with 10% aqueous sodium bicarbonate. The combined organics were dried over sodium sulfate. The product was used without an... Reactants: NC1=C(C=C(C=C1)SC#N)[N+](=O)[O-] (1-amino-2-nitro-4-thiocyanatobenzene), COC(=O)N=C=S (methoxycarbonyl isothiocyanate). Solvent: CC(=O)C (acetone). Yields the product COC(=O)NC(NC1=C(C=C(C=C1)SC#N)[N+](=O)[O-])=S (1-(3-methoxycarbonyl-2-thioureido)- 2-nitro-4-thiocyanatobenzene). Reaction SMILES: [NH2:1][C:2]1[CH:7]=[CH:6][C:5]([S:8][C:9]#[N:10])=[CH:4][C:3]=1[N+:11]([O-:13])=[O:12].[CH3:14][O:15][C:16]([N:18]=[C:19]=[S:20])=[O:17]>CC(C)=O>[CH3:14][O:15][C:16]([NH:18][C:19](=[S:20])[NH:1][C:2]1[CH:7]=[CH:6][C:5]([S:8][C:9]#[N:10])=[CH:4][C:3]=1[N+:11]([O-:13])=[O:12])=[O:17]. Procedure: 2.0 G. of 1-amino-2-nitro-4-thiocyanatobenzene in 20 ml. acetone is treated with 3.0 g. methoxycarbonyl isothiocyanate at room temperature for 9 days. The solution is concentrated and the residue triturated with methanol and recrystallized from acetone, yielding 1-(3-methoxycarbonyl-2-thioureido)- 2-nitro-4-thiocyanatobenzene. The reactants are COC(CN1C=CC2=CC=C(C=C12)OCC)=O (methyl(6-ethoxyindol-1-yl)acetate), C([O-])([O-])=O.[K+].[K+] (potassium carbonate), [H-].[Na+] (Sodium hydride), C(=O)OC (methyl formate). Run in CN(C)C=O (DMF), petrol, CN(C)C=O (DMF). The product is OC=C(C(=O)OC)N1C=CC2=CC=C(C=C12)OCC (methyl 3-hydroxy-2-(6-ethoxyindol-1-yl)acrylate). Yield: 63.8%. RXN SMILES: [H-].[Na+].[CH3:3][O:4][C:5](=[O:19])[CH2:6][N:7]1[C:15]2[C:10](=[CH:11][CH:12]=[C:13]([O:16][CH2:17][CH3:18])[CH:14]=2)[CH:9]=[CH:8]1.[CH:20](OC)=[O:21].C(=O)([O-])[O-].[K+].[K+]>CN(C=O)C>[OH:21][CH:20]=[C:6]([N:7]1[C:15]2[C:10](=[CH:11][CH:12]=[C:13]([O:16][CH2:17][CH3:18])[CH:14]=2)[CH:9]=[CH:8]1)[C:5]([O:4][CH3:3])=[O:19] |f:0.1,4.5.6|. Reported procedure: Sodium hydride (0.58 g, 50% in oil, 12 mmol) was washed with petrol (60°-80° C.) and suspended in DMF (20 ml). To this, with vigorous stirring, was added dropwise, a solution of the crude methyl(6-ethoxyindol-1-yl)acetate (1.4 g, 6 mmol) and methyl formate (1.8 ml, 30 mmol) in DMF (10 ml) at room temperature. After 3 hours the reaction mixture was poured into 10% aqueous potassium carbonate (100 ml), washed with ether (2×100 ml), neutralised with concentrated hydrochloric acid and extracted with...